Task: describe an organic reaction: reactants, conditions, products, and yield. Dataset: the Open Reaction Database (ORD), a public repository of structured organic reaction records Reactants: Cl.O=C1NC=NC2=CC=C(C=C12)S(=O)(=O)N1CCN(CC1)CC(C1=CC=CC=C1)OCC (1-(3,4-dihydro-4-oxo-6-quinazolinesulfonyl)-4-(2-ethoxy-2-phenylethyl)piperazine hydrochloride), S(=O)(Cl)Cl (thionyl chloride), CN(C=O)C (N,N-dimethylformamide), C(Cl)(Cl)Cl (chloroform), mixture. Solvent: O (water). Product: ClC1=NC=NC2=CC=C(C=C12)S(=O)(=O)N1CCN(CC1)CC(C1=CC=CC=C1)OCC (1-(4-chloro-6-quinazolinesulfonyl)-4-(2-ethoxy-2-phenylethyl)piperazine). Isolated yield 80.0%. RXN SMILES: Cl.O=[C:3]1[C:12]2[C:7](=[CH:8][CH:9]=[C:10]([S:13]([N:16]3[CH2:21][CH2:20][N:19]([CH2:22][CH:23]([O:30][CH2:31][CH3:32])[C:24]4[CH:29]=[CH:28][CH:27]=[CH:26][CH:25]=4)[CH2:18][CH2:17]3)(=[O:15])=[O:14])[CH:11]=2)[N:6]=[CH:5][NH:4]1.S(Cl)([Cl:35])=O.CN(C)C=O.C(Cl)(Cl)Cl>O>[Cl:35][C:3]1[C:12]2[C:7](=[CH:8][CH:9]=[C:10]([S:13]([N:16]3[CH2:21][CH2:20][N:19]([CH2:22][CH:23]([O:30][CH2:31][CH3:32])[C:24]4[CH:29]=[CH:28][CH:27]=[CH:26][CH:25]=4)[CH2:18][CH2:17]3)(=[O:15])=[O:14])[CH:11]=2)[N:6]=[CH:5][N:4]=1 |f:0.1|. Procedure details: To 9.57 g of 1-(3,4-dihydro-4-oxo-6-quinazolinesulfonyl)-4-(2-ethoxy-2-phenylethyl)piperazine hydrochloride were added 40 ml of thionyl chloride and 4.8 ml of N,N-dimethylformamide, and the mixture was refluxed under heating. To the residue thus obtained were added 60 ml of chloroform and 30 ml of a mixture of ice and water, and the mixture was stirred under cooling with ice. Then the chloroform layer was separated therefrom and the aqueous layer was extracted with chloroform and the chloroform ... Starting materials: FC1(OC(=C(OC1(F)F)Cl)Cl)F (2,2,3,3-tetrafluoro-5,6-dichloro-2,3-dihydro-1,4-dioxin), C(F)(Cl)(Cl)C(F)(F)Cl (CFCl2CF2Cl), ClCl (chlorine). The product is ClC1(OC(C(OC1(Cl)Cl)(F)F)(F)F)Cl (2,2,3,3-tetrachloro-5,5,6,6-tetrafluoro-1,4-dioxane). Yield: 82.0%. As a reaction SMILES: [F:1][C:2]1([F:12])[C:7]([F:9])([F:8])[O:6]C(Cl)=C(Cl)[O:3]1.[Cl:13]Cl.[C:15]([C:19]([Cl:22])(F)F)([Cl:18])([Cl:17])F>>[Cl:17][C:15]1([Cl:18])[C:19]([Cl:22])([Cl:13])[O:3][C:2]([F:12])([F:1])[C:7]([F:9])([F:8])[O:6]1. Reported procedure: A solution of 118 g (0.52 mol) of 3 in 200 mL of CFCl2CF2Cl was stirred under a -80° condenser and irradiated with a sunlamp while chlorine was passed in until reaction ceased. Distillation gave 127.4 g (82%) of 2,2,3,3-tetrachloro-5,5,6,6-tetrafluoro-1,4-dioxane (4), bp 65° C. (40 mm)